Dataset: the Open Reaction Database (ORD), a public repository of structured organic reaction records. Task: describe an organic reaction: reactants, conditions, products, and yield Starting materials: OC1CCN(CC1)C(=O)OC(C)(C)C (tert-butyl 4-hydroxypiperidine-1-carboxylate), [H-].[Na+] (NaH), Cl.BrC=1C=C2C(=NC1)N=C(S2)Cl (6-bromo-2-chlorothiazolo[4,5-b]pyridine hydrochloride), [Na] (sodium). The solvent is CN(C)C=O (DMF), CN(C)C=O (DMF). Reaction conditions: time 4 hour. The product is BrC=1C=C2C(=NC1)N=C(S2)OC2CCN(CC2)C(=O)OC(C)(C)C (tert-Butyl 4-(6-bromothiazolo[4,5-b]pyridin-2-yloxy)piperidine-1-carboxylate). The yield is 20.7%. RXN SMILES: [OH:1][CH:2]1[CH2:7][CH2:6][N:5]([C:8]([O:10][C:11]([CH3:14])([CH3:13])[CH3:12])=[O:9])[CH2:4][CH2:3]1.[H-].[Na+].Cl.[Br:18][C:19]1[CH:20]=[C:21]2[S:27][C:26](Cl)=[N:25][C:22]2=[N:23][CH:24]=1.[Na]>CN(C=O)C>[Br:18][C:19]1[CH:20]=[C:21]2[S:27][C:26]([O:1][CH:2]3[CH2:3][CH2:4][N:5]([C:8]([O:10][C:11]([CH3:14])([CH3:13])[CH3:12])=[O:9])[CH2:6][CH2:7]3)=[N:25][C:22]2=[N:23][CH:24]=1 |f:1.2,3.4,^1:28|. Reported procedure: To a solution of tert-butyl 4-hydroxypiperidine-1-carboxylate (0.88 g, 4.37 mmol) in DMF (8.7 mL) was added NaH (0.121 g, 4.81 mmol) at 0° C. Upon completion of addition, the mixture was warmed to rt until the mixture became a clear solution. In a separate flask, 6-bromo-2-chlorothiazolo[4,5-b]pyridine hydrochloride (0.5 g, 1.748 mmol) was suspended in DMF (8.74 mL) and the above sodium salt solution was transferred into the thiazolepyridine suspension via cannulation. The resulting mixture was ... The reactants are COc1cc2nccc(Oc3ccc(N)cc3)c2cc1OC, CCO, Cc1ccccc1, O=C(N=C=S)c1ccccc1Cl. The product is COc1cc2nccc(Oc3ccc(NC(=S)NC(=O)c4ccccc4Cl)cc3)c2cc1OC. RXN SMILES: [CH3:1][O:2][c:3]1[cH:4][c:5]2[c:6]([O:15][c:16]3[cH:17][cH:18][c:19]([NH2:20])[cH:21][cH:22]3)[cH:7][cH:8][n:9][c:10]2[cH:11][c:12]1[O:13][CH3:14].[CH3:23][CH2:24][OH:25].[CH3:38][c:39]1[cH:40][cH:41][cH:42][cH:43][cH:44]1.[Cl:26][c:27]1[c:28]([C:33](=[O:34])[N:35]=[C:36]=[S:37])[cH:29][cH:30][cH:31][cH:32]1>>[CH3:1][O:2][c:3]1[cH:4][c:5]2[c:6]([O:15][c:16]3[cH:17][cH:18][c:19]([NH:20][C:36]([NH:35][C:33]([c:28]4[c:27]([Cl:26])[cH:32][cH:31][cH:30][cH:29]4)=[O:34])=[S:37])[cH:21][cH:22]3)[cH:7][cH:8][n:9][c:10]2[cH:11][c:12]1[O:13][CH3:14]. The reactants are N#Cc1cccc(Br)c1F, [H-], [Na+], CN(C)C=O, OCc1ccccc1. Yields the product N#Cc1cccc(Br)c1OCc1ccccc1. RXN SMILES: [Br:11][c:12]1[c:13]([F:20])[c:14]([C:15]#[N:16])[cH:17][cH:18][cH:19]1.[H-:1].[Na+:2].[O:21]=[CH:22][N:23]([CH3:24])[CH3:25].[OH:3][CH2:4][c:5]1[cH:6][cH:7][cH:8][cH:9][cH:10]1>>[O:3]([CH2:4][c:5]1[cH:6][cH:7][cH:8][cH:9][cH:10]1)[c:13]1[c:12]([Br:11])[cH:19][cH:18][cH:17][c:14]1[C:15]#[N:16]. The product is Nc1nc2ccccc2c2c1ncn2CCSc1ccccc1. Reaction SMILES: [CH3:26][S:27](=[O:28])[CH3:29].[CH3:30][C:31]#[N:32].[Cl:1][CH2:2][CH2:3][n:4]1[cH:5][n:6][c:7]2[c:8]([NH2:17])[n:9][c:10]3[cH:11][cH:12][cH:13][cH:14][c:15]3[c:16]12.[Na+:25].[c:18]1([S-:24])[cH:19][cH:20][cH:21][cH:22][cH:23]1>>[CH2:2]([CH2:3][n:4]1[cH:5][n:6][c:7]2[c:8]([NH2:17])[n:9][c:10]3[cH:11][cH:12][cH:13][cH:14][c:15]3[c:16]12)[S:24][c:18]1[cH:19][cH:20][cH:21][cH:22][cH:23]1. The reactants are CS(C)=O, CC#N, Nc1nc2ccccc2c2c1ncn2CCCl, [Na+], [S-]c1ccccc1. Starting materials: CC1(OB(OC1(C)C)B1OC(C(O1)(C)C)(C)C)C (4,4,4′,4′,5,5,5′,5′-octamethyl-2,2′-bi(1,3,2-dioxaborolane)), C(C)(=O)[O-].[K+] (potassium acetate), IC1=C2C(=NC=C1)N(N=C2)C2=NC=CC=C2C(F)(F)F (4-iodo-1-(3-(trifluoromethyl)pyridin-2-yl)-1H-pyrazolo[3,4-b]pyridine), C(Cl)Cl (CH2Cl2). The solvent is CS(=O)C (DMSO). Product: FC(C=1C(=NC=CC1)N1N=CC=2C1=NC=CC2B(O)O)(F)F (1-(3-(trifluoromethyl)pyridin-2-yl)-1H-pyrazolo[3,4-b]pyridin-4-ylboronic acid). As a reaction SMILES: I[C:2]1[CH:7]=[CH:6][N:5]=[C:4]2[N:8]([C:11]3[C:16]([C:17]([F:20])([F:19])[F:18])=[CH:15][CH:14]=[CH:13][N:12]=3)[N:9]=[CH:10][C:3]=12.CC1(C)C(C)(C)[O:25][B:24](B2OC(C)(C)C(C)(C)O2)[O:23]1.C([O-])(=O)C.[K+].C(Cl)Cl>CS(C)=O>[F:18][C:17]([F:20])([F:19])[C:16]1[C:11]([N:8]2[C:4]3=[N:5][CH:6]=[CH:7][C:2]([B:24]([OH:25])[OH:23])=[C:3]3[CH:10]=[N:9]2)=[N:12][CH:13]=[CH:14][CH:15]=1 |f:2.3|. Reported procedure: To a 48 mL pressure bottle containing Intermediate 73A (495 mg, 1.269 mmol) was added 4,4,4′,4′,5,5,5′,5′-octamethyl-2,2′-bi(1,3,2-dioxaborolane) (569 mg, 2.241 mmol), potassium acetate (571 mg, 5.82 mmol) and anhydrous DMSO (10 mL). The reaction mixture was purged with argon, treated with PdCl2(dppf).CH2Cl2 (56 mg, 0.077 mmol), and heated to 85° C. for 2 h 15 min to give conversion to the desired product. LC/MS (Condition B): ret. T=2.5 min, (M+H)+ 309.07. Reactants: BrC1=CC=C(C=C1)O (4-bromophenol), ClC1=NC(=NC(=C1)CCl)N (4-chloro-6-(chloromethyl)pyrimidin-2-amine), C(=O)([O-])[O-].[K+].[K+] (K2CO3). The solvent is CN(C)C=O (DMF). Run at temperature 100 celsius. Product: BrC1=CC=C(OCC2=NC(=NC(=C2)Cl)N)C=C1 (4-((4-bromophenoxy)methyl)-6-chloropyrimidin-2-amine). RXN SMILES: [Br:1][C:2]1[CH:7]=[CH:6][C:5]([OH:8])=[CH:4][CH:3]=1.[Cl:9][C:10]1[CH:15]=[C:14]([CH2:16]Cl)[N:13]=[C:12]([NH2:18])[N:11]=1.C([O-])([O-])=O.[K+].[K+]>CN(C=O)C>[Br:1][C:2]1[CH:7]=[CH:6][C:5]([O:8][CH2:16][C:14]2[CH:15]=[C:10]([Cl:9])[N:11]=[C:12]([NH2:18])[N:13]=2)=[CH:4][CH:3]=1 |f:2.3.4|. Procedure details: A mixture of 4-bromophenol (173 mg, 1.00 mmol), 4-chloro-6-(chloromethyl)pyrimidin-2-amine (CAS#: 92311-35-8) (178 mg, 1.16 mmol) and K2CO3 (175 mg, 1.00 mmol) in DMF (5 mL) was heated to 100° C. for 12 h. The reaction was cooled to RT, concentrated in vacuo, and the residue taken up in and EtOAc. The organic layer was washed with brine, dried over Na2SO4 and concentrated in vacuo. Purification on normal phase silica gel (EtOAc/petroleum ether) provided 4-((4-bromophenoxy)methyl)-6-chloropyrimid... The reactants are [Si](C)(C)(C(C)(C)C)OCCONC(C1=C(C(=C(C(=C1)C=NOCC=O)F)F)NC1=C(C=C(C=C1)I)F)=O (N-[2-(t-butyldimethylsilanyloxy)-ethoxy]-3,4-difluoro-2-(2-fluoro-4-iodo-phenylamino)-5-[(2-oxo-ethoxyimino)-methyl]-benzamide), C[Mg]Br (methyl magnesium bromide). The solvent is O1CCCC1 (tetrahydrofuran). Run at temperature -78 celsius, time 8 hour. Product: [Si](C)(C)(C(C)(C)C)OCCONC(C1=C(C(=C(C(=C1)/C=N/OCC(C)O)F)F)NC1=C(C=C(C=C1)I)F)=O ((E)-N-[2-(t-butyldimethylsilanyloxy)-ethoxy]-3,4-difluoro-2-(2-fluoro-4-iodo-phenylamino)-5-[(2-hydroxy-propoxyimino)-methyl]-benzamide). RXN SMILES: [Si:1]([O:8][CH2:9][CH2:10][O:11][NH:12][C:13](=[O:37])[C:14]1[CH:19]=[C:18]([CH:20]=[N:21][O:22][CH2:23][CH:24]=[O:25])[C:17]([F:26])=[C:16]([F:27])[C:15]=1[NH:28][C:29]1[CH:34]=[CH:33][C:32]([I:35])=[CH:31][C:30]=1[F:36])([C:4]([CH3:7])([CH3:6])[CH3:5])([CH3:3])[CH3:2].[CH3:38][Mg]Br>O1CCCC1>[Si:1]([O:8][CH2:9][CH2:10][O:11][NH:12][C:13](=[O:37])[C:14]1[CH:19]=[C:18](/[CH:20]=[N:21]/[O:22][CH2:23][CH:24]([OH:25])[CH3:38])[C:17]([F:26])=[C:16]([F:27])[C:15]=1[NH:28][C:29]1[CH:34]=[CH:33][C:32]([I:35])=[CH:31][C:30]=1[F:36])([C:4]([CH3:7])([CH3:6])[CH3:5])([CH3:3])[CH3:2]. Reported procedure: N-[2-(t-butyldimethylsilanyloxy)-ethoxy]-3,4-difluoro-2-(2-fluoro-4-iodo-phenylamino)-5-[(2-oxo-ethoxyimino)-methyl]-benzamide (60 mg, 0.092 mmol) prepared in Process A was dissolved in anhydrous tetrahydrofuran (2.0 mL) under an argon atmosphere. This reaction solution was cooled to −78° C., and then 0.93 M methyl magnesium bromide (0.25 mL) was added thereto. The reaction solution was allowed to gradually warm to room temperature, and stirred for eight hours. The reaction was quenched with sat... Reactants: C(C)C1=CC(=C(NC1=O)C)C1=CC=C(O1)S(=O)(=O)Cl (5-(5-Ethyl-2-methyl-6-oxo-1,6-dihydropyridin-3-yl)furan-2-sulfonyl chloride), N1=CC=C(C=C1)N1CCNCC1 (1-(pyridin-4-yl)piperazine). Product: Cl.C(C)C=1C(NC(=C(C1)C=1OC(=CC1)S(=O)(=O)N1CCN(CC1)C1=CC=NC=C1)C)=O (3-Ethyl-6-methyl-5-{5-[(4-pyridin-4-yl)piperazine-1-sulfonyl]furan-2-yl}-1H-pyridin-2-one hydrochloride). The yield is 72.0%. Reaction SMILES: [CH2:1]([C:3]1[C:8](=[O:9])[NH:7][C:6]([CH3:10])=[C:5]([C:11]2[O:15][C:14]([S:16]([Cl:19])(=[O:18])=[O:17])=[CH:13][CH:12]=2)[CH:4]=1)[CH3:2].[N:20]1[CH:25]=[CH:24][C:23]([N:26]2[CH2:31][CH2:30][NH:29][CH2:28][CH2:27]2)=[CH:22][CH:21]=1>>[ClH:19].[CH2:1]([C:3]1[C:8](=[O:9])[NH:7][C:6]([CH3:10])=[C:5]([C:11]2[O:15][C:14]([S:16]([N:29]3[CH2:30][CH2:31][N:26]([C:23]4[CH:24]=[CH:25][N:20]=[CH:21][CH:22]=4)[CH2:27][CH2:28]3)(=[O:18])=[O:17])=[CH:13][CH:12]=2)[CH:4]=1)[CH3:2] |f:2.3|. Procedure details: 5-(5-Ethyl-2-methyl-6-oxo-1,6-dihydropyridin-3-yl)furan-2-sulfonyl chloride is reacted with 1-(pyridin-4-yl)piperazine as described in Step 5, Example 24 to give the title compound as a solid (72% yield). LC/MS: RT 2.13 min; m/e 429 (M+H). The reactants are C(C)(C)(C)OC(=O)N(CC(=O)NCC1CC=2C(=C3C=CC(NC3=C(C2)C)=O)O1)C (2-(N-tert-Butoxycarbonyl-N-methylglycyl)aminomethyl-5-methyl-2,3,6,7-tetrahydrofuro-[2,3-f]quinoline-7-one), FC(C(=O)O)(F)F (trifluoroacetic acid). Reaction conditions: time 30 minute. Yields the product CNCC(=O)NCC1CC=2C(=C3C=CC(NC3=C(C2)C)=O)O1 (2-(N-Methylglycyl)aminomethyl-5-methyl-2,3,6,7-tetrahydrofuro-[2,3-f]quinoline-7-one). Yield: 96.2%. As a reaction SMILES: C(O[C:6]([N:8](C)[CH2:9][C:10]([NH:12][CH2:13][CH:14]1[O:28][C:17]2=[C:18]3[C:23](=[C:24]([CH3:26])[CH:25]=[C:16]2[CH2:15]1)[NH:22][C:21](=[O:27])[CH:20]=[CH:19]3)=[O:11])=O)(C)(C)C.FC(F)(F)C(O)=O>>[CH3:6][NH:8][CH2:9][C:10]([NH:12][CH2:13][CH:14]1[O:28][C:17]2=[C:18]3[C:23](=[C:24]([CH3:26])[CH:25]=[C:16]2[CH2:15]1)[NH:22][C:21](=[O:27])[CH:20]=[CH:19]3)=[O:11]. Reported procedure: The compound obtained in Example 232 (2.75 g, 6.9 mmol) was added to trifluoroacetic acid (15 ml) under cooling conditions, and the mixture was stirred for 30 minutes. The reaction mixture was subjected to distillation under reduced pressure, and the residue was purified by silica gel column chromatography (chloroform: methanol =3:1). The obtained crystals were dissolved in chloroform-methanol (3:1, 20 ml), and 5% HCl-methanol (10 ml) was added thereto while cooling on ice. The mixture was conde...